From a dataset of the Open Reaction Database (ORD), a public repository of structured organic reaction records. describe an organic reaction: reactants, conditions, products, and yield Starting materials: C(#C)C1=CC=C(C=C1)C1=C(C=CC=C1)F (1-Ethynyl-4-(2-fluorophenyl)benzene), [H][H] (Hydrogen), [H][H] (hydrogen), S(O)(O)(=O)=O (sulfuric acid), [H][H] (hydrogen), [H][H] (hydrogen). The reagents and catalysts are [Pd] (palladium on charcoal). Run in C1=CC=CC=C1 (benzene). Run at time 15 minute. The product is C(C)C1=CC=C(C=C1)C1=C(C=CC=C1)F (1-ethyl-4-(2-fluorophenyl)benzene). Reaction SMILES: [C:1]([C:3]1[CH:8]=[CH:7][C:6]([C:9]2[CH:14]=[CH:13][CH:12]=[CH:11][C:10]=2[F:15])=[CH:5][CH:4]=1)#[CH:2].S(=O)(=O)(O)O.[H][H]>[Pd].C1C=CC=CC=1>[CH2:1]([C:3]1[CH:8]=[CH:7][C:6]([C:9]2[CH:14]=[CH:13][CH:12]=[CH:11][C:10]=2[F:15])=[CH:5][CH:4]=1)[CH3:2]. Procedure details: 1-Ethynyl-4-(2-fluorophenyl)benzene, 22 g, was reduced in a Parr Instrument Company Series 3910 Low Pressure Shaker-type Apparatus, using 100 ml of benzene, 2 g of five percent palladium on charcoal, and 0.5 ml of concentrated sulfuric acid. Reduction was carried out at room temperature and at an initial hydrogen pressure of 50 psig. Within 15 minutes, the hydrogen pressure had dropped to 32 psig. Hydrogen pressure was increased to 52 psig and agitation continued for two hours, with no additiona... Starting materials: [Na] (sodium), C(C1=CC=CC=C1)(=O)OOC(C1=CC=CC=C1)=O (dibenzoyl peroxide), Cl (hydrochloric acid). The solvent is CO (methanol), C(Cl)(Cl)Cl (chloroform). Run at temperature -5 celsius, time 30 minute. Product: C1(=CC=CC=C1)C(=O)OO (benzenecarboperoxoic acid). Isolated yield 83.5%. Reaction SMILES: [C:1]([O:9][O:10]C(=O)C1C=CC=CC=1)(=[O:8])[C:2]1[CH:7]=[CH:6][CH:5]=[CH:4][CH:3]=1.[Na].Cl>C(Cl)(Cl)Cl.CO>[C:2]1([C:1]([O:9][OH:10])=[O:8])[CH:7]=[CH:6][CH:5]=[CH:4][CH:3]=1 |^1:18|. Procedure: 19 g (78 mmol) of dibenzoyl peroxide are dissolved in 125 ml of chloroform at −5° C. 2.2 g (94 mmol) of sodium dissolved in 50 ml of methanol under a stream of nitrogen are added dropwise. After stirring at −5° C. for 30 minutes, ice-cold water is added and the medium is acidified with a 2N aqueous hydrochloric acid solution. Extraction with dichloromethane is carried out and then the organic phase is dried over magnesium sulphate, filtered and concentrated. 9 g of benzenecarboperoxoic acid are ... Reactants: COc1cc(C(C)O)cc2c1OCCO2, ClCCl. Product: COc1cc(C(C)=O)cc2c1OCCO2. As a reaction SMILES: [CH3:1][O:2][c:3]1[cH:4][c:5]([CH:13]([CH3:14])[OH:15])[cH:6][c:7]2[c:8]1[O:9][CH2:10][CH2:11][O:12]2.[Cl:16][CH2:17][Cl:18]>>[CH3:1][O:2][c:3]1[cH:4][c:5]([C:13]([CH3:14])=[O:15])[cH:6][c:7]2[c:8]1[O:9][CH2:10][CH2:11][O:12]2.